The task is: describe an organic reaction: reactants, conditions, products, and yield. This data is from the Open Reaction Database (ORD), a public repository of structured organic reaction records. Starting materials: FCC1(OC2=C(C(N1)=O)C=C(C=C2)[N+](=O)[O-])CF (2,2-bisfluoromethyl-3,4-dihydro-6-nitro-2H-1,3-benzoxazin-4-one), P(Cl)(Cl)(Cl)(Cl)Cl (phosphorus pentachloride), P(=O)(Cl)(Cl)Cl (phosphorus oxychloride). Reaction conditions: time 20 minute. The product is ClC1=NC(OC2=C1C=C(C=C2)[N+](=O)[O-])(CF)CF (4-chloro-2,2-bisfluoromethyl-6-nitro-2H-1,3-benzoxazine). The yield is 103.7%. As a reaction SMILES: [F:1][CH2:2][C:3]1([CH2:17][F:18])[NH:8][C:7](=O)[C:6]2[CH:10]=[C:11]([N+:14]([O-:16])=[O:15])[CH:12]=[CH:13][C:5]=2[O:4]1.P(Cl)(Cl)(Cl)(Cl)[Cl:20].P(Cl)(Cl)(Cl)=O>>[Cl:20][C:7]1[C:6]2[CH:10]=[C:11]([N+:14]([O-:16])=[O:15])[CH:12]=[CH:13][C:5]=2[O:4][C:3]([CH2:17][F:18])([CH2:2][F:1])[N:8]=1. Procedure details: A mixture of 0.09 g of 2,2-bisfluoromethyl-3,4-dihydro-6-nitro-2H-1,3-benzoxazin-4-one, 0.18 g of phosphorus pentachloride and 1 ml of phosphorus oxychloride was stirred at room temperature for 20 minutes and the mixture was stirred at 40°-60° C. for 3 hours. The solvent was distilled off and the resultant residue was purified using silica gel column chromatography (developing solution, CH2Cl2) to obtain 0.10 g of 4-chloro-2,2-bisfluoromethyl-6-nitro-2H-1,3-benzoxazine represented by the followi... Reactants: ClC1=CC=C(C(=C1S(=O)(=O)N(C)OC)O)NC1=C(C(C1=O)=O)OCC (6-chloro-3-(2-ethoxy-3,4-dioxo-cyclobut-1-enylamino)-2-hydroxy-N-methoxy-N-methyl-benzenesulfonamide), ClC1=CC=C(C(=C1S(=O)(=O)N(C)OC)O)NC1=C(C(C1=O)=O)OCC (6-chloro-3-(2-ethoxy-3,4-dioxo-cyclobut-1-enylamino)-2-hydroxy-N-methoxy-N-methyl-benzenesulfonamide), NC(CC)CC (3-aminopentane). The solvent is C1CCOC1 (THF). Conditions: temperature 50 celsius. Yields the product ClC1=CC=C(C(=C1S(=O)(=O)N(C)OC)O)NC1=C(C(C1=O)=O)NC(CC)CC (6-Chloro-3-[2-(1-ethyl-propylamino)-3,4-dioxo-cyclobut-1-enylamino]-2-hydroxy-N-methoxy-N-methyl-benzenesulfonamide). RXN SMILES: [Cl:1][C:2]1[C:7]([S:8]([N:11]([O:13][CH3:14])[CH3:12])(=[O:10])=[O:9])=[C:6]([OH:15])[C:5]([NH:16][C:17]2[C:20](=[O:21])[C:19](=[O:22])[C:18]=2OCC)=[CH:4][CH:3]=1.[NH2:26][CH:27]([CH2:30][CH3:31])[CH2:28][CH3:29]>C1COCC1>[Cl:1][C:2]1[C:7]([S:8]([N:11]([O:13][CH3:14])[CH3:12])(=[O:9])=[O:10])=[C:6]([OH:15])[C:5]([NH:16][C:17]2[C:20](=[O:21])[C:19](=[O:22])[C:18]=2[NH:26][CH:27]([CH2:30][CH3:31])[CH2:28][CH3:29])=[CH:4][CH:3]=1. Reported procedure: To a stirred solution of 6-chloro-3-(2-ethoxy-3,4-dioxo-cyclobut-1-enylamino)-2-hydroxy-N-methoxy-N-methyl-benzenesulfonamide (Intermediate A) (1 g, 2.56 mmol) in THF (20 ml) was added 3-aminopentane (0.596 ml, 5.12 mmol). The reaction mixture was heated at 50° C. overnight. The reaction mixture was concentrated in vacuo and dissolved in EtOAc. The EtOAc solution was washed with 1M HCl(aq) and brine. The EtOAc solution was dried (MgSO4) and concentrated in vacuo. The residue was crystallized fro... Reactants: CC1CCN(CC1)C(C(CCC1=CC=CC=C1)N)=O (1-(4-methylpiperidin-1-yl)-1-oxo-4-phenylbutan-2-amine), ClC1=C(C=CC=C1)S(=O)(=O)Cl (2-chlorobenzenesulfonyl chloride), CCN(C(C)C)C(C)C (iPr2NEt). The solvent is C(Cl)Cl (CH2Cl2). Reaction conditions: time 16 hour. Yields the product ClC1=C(C=CC=C1)S(=O)(=O)NC(CCC1=CC=CC=C1)C(=O)N1CCC(CC1)C (2-chloro-N-{1-[(4-methylpiperidin-1-yl)carbonyl]-3-phenylpropyl}benzenesulfonamide). Reaction SMILES: [CH3:1][CH:2]1[CH2:7][CH2:6][N:5]([C:8](=[O:19])[CH:9]([NH2:18])[CH2:10][CH2:11][C:12]2[CH:17]=[CH:16][CH:15]=[CH:14][CH:13]=2)[CH2:4][CH2:3]1.[Cl:20][C:21]1[CH:26]=[CH:25][CH:24]=[CH:23][C:22]=1[S:27](Cl)(=[O:29])=[O:28].CCN(C(C)C)C(C)C>C(Cl)Cl>[Cl:20][C:21]1[CH:26]=[CH:25][CH:24]=[CH:23][C:22]=1[S:27]([NH:18][CH:9]([C:8]([N:5]1[CH2:6][CH2:7][CH:2]([CH3:1])[CH2:3][CH2:4]1)=[O:19])[CH2:10][CH2:11][C:12]1[CH:13]=[CH:14][CH:15]=[CH:16][CH:17]=1)(=[O:29])=[O:28]. Reported procedure: A mixture of 29 mg (0.11 mmol) of 1-(4-methylpiperidin-1-yl)-1-oxo-4-phenylbutan-2-amine, 2-chlorobenzenesulfonyl chloride, and 0.19 mL (0.11 mmol) of iPr2NEt in 4 mL of CH2Cl2 is stirred for 16 h, concentrated, and purified by preparative HPLC to provide Example 1 The reactants are C(C(=O)C1=CC=CC=C1)Cl (phenacyl chloride), Cl (hydrochloric acid). Run in O (water). Run at temperature 50 celsius, time 2 hour. The product is ClC[C@@H](O)C1=CC=CC=C1 ((S)-2-chloro-1-phenylethanol). Reaction SMILES: [CH2:1]([Cl:10])[C:2]([C:4]1[CH:9]=[CH:8][CH:7]=[CH:6][CH:5]=1)=[O:3].Cl>O>[Cl:10][CH2:1][C@H:2]([C:4]1[CH:9]=[CH:8][CH:7]=[CH:6][CH:5]=1)[OH:3]. Procedure details: After preparing the reducing agent by the same method as described in Example 1. 1.55 g (10 mmol) of phenacyl chloride was added to the reducing agent and the mixture was stirred at 50° C. for 2 hours. To the mixture were added 2 ml of 1N hydrochloric acid and 20 ml of water to conduct hydrolysis. The mixture was extracted with ethyl acetate and concentrated to obtain an oily product. The obtained oil was analyzed by HPLC.